This data is from the Open Reaction Database (ORD), a public repository of structured organic reaction records. The task is: describe an organic reaction: reactants, conditions, products, and yield Starting materials: OC1=C(C=CC(=C1)CN\C=C\1/C(NC(C2=CC=C(C=C12)I)=O)=O)NC(C1=CC=CC=C1)=O (N-[2-hydroxy-4-({[(Z)-(6-iodo-1,3-dioxo-2,3-dihydroisoquinolin-4(1H)-ylidene)methyl]amino}methyl)phenyl]benzamide), NC1=C(C=C(CN\C=C\2/C(NC(C3=CC=C(C=C23)I)=O)=O)C=C1)O[Si](C(C)C)(C(C)C)C(C)C ((4Z)-4-[({4-amino-3-[(triisopropylsilyl)oxy]benzyl}amino)methylene]-6-iodoisoquinoline-1,3(2H,4H)-dione), C(\C=C\C)(=O)OC(\C=C\C)=O (crotonic anhydride). Product: C(\C=C\C)(=O)OC1=C(C=CC(=C1)CN\C=C\1/C(NC(C2=CC=C(C=C12)I)=O)=O)NC(\C=C\C)=O (2-[(2E)-but-2-enoylamino]-5-({[(Z)-(6-iodo-1,3-dioxo-2,3-dihydroisoquinolin-4(1H)-ylidene)methyl]amino}methyl)phenyl (2E)-but-2-enoate). Reaction SMILES: [OH:1][C:2]1[CH:7]=[C:6]([CH2:8][NH:9]/[CH:10]=[C:11]2\[C:12](=[O:23])[NH:13][C:14](=[O:22])[C:15]3[C:20]\2=[CH:19][C:18]([I:21])=[CH:17][CH:16]=3)[CH:5]=[CH:4][C:3]=1[NH:24][C:25](=[O:32])[C:26]1C=CC=C[CH:27]=1.NC1C=CC(CN/C=C2\C(=O)N[C:44](=[O:52])[C:45]3C\2=CC(I)=[CH:47][CH:46]=3)=CC=1O[Si](C(C)C)(C(C)C)C(C)C.[C:67](OC(=O)/C=C/C)(=O)/C=C/C>>[C:44]([O:1][C:2]1[CH:7]=[C:6]([CH2:8][NH:9]/[CH:10]=[C:11]2\[C:12](=[O:23])[NH:13][C:14](=[O:22])[C:15]3[C:20]\2=[CH:19][C:18]([I:21])=[CH:17][CH:16]=3)[CH:5]=[CH:4][C:3]=1[NH:24][C:25](=[O:32])/[CH:26]=[CH:27]/[CH3:67])(=[O:52])/[CH:45]=[CH:46]/[CH3:47]. Procedure: Following the acetylation and desilylation procedure employed for the preparation of N-[2-hydroxy-4-({[(Z)-(6-iodo-1,3-dioxo-2,3-dihydroisoquinolin-4(1H)-ylidene)methyl]amino}methyl)phenyl]benzamide, (4Z)-4-[({4-amino-3-[(triisopropylsilyl)oxy]benzyl}amino)methylene]-6-iodoisoquinoline-1,3(2H,4H)-dione (65 mg, 0.11 mmol) is reacted with crotonic anhydride (49 μL, 0.33 mmol). Following desilylation and precipitation, 2-[(2E)-but-2-enoylamino]-5-({[(Z)-(6-iodo-1,3-dioxo-2,3-dihydroisoquinolin-4(1H... The reactants are FC1=CC=C(N)C=C1 (4-fluoroaniline), CC1N(CCC2=CC=CC=C12)C1=C2C(NC(=N1)Cl)=CC=C2 (4-(1-methyl-1,2,3,4-tetrahydroisoquinoline-2-yl)-2-chlorocyclopenta[d]pyrimidine). Yields the product Cl.FC1=CC=C(C=C1)NC1=NC(=C2C(N1)=CC=C2)N2C(C1=CC=CC=C1CC2)C (2-(4-fluorophenylamino)-4-(1-methyl-1,2,3,4-tetrahydroisoquinolin-2-yl)cyclopenta[d]pyrimidine hydrochloride). The solvent is CN(C=O)C (dimethylformamide). Yield: 13.5%. Reported procedure: After 4-fluoroaniline(0.40 ml, 4.2 mmol) was added to a mixture solution of 4-(1-methyl-1,2,3,4-tetrahydroisoquinoline-2-yl)-2-chlorocyclopenta[d]pyrimidine(0.60 g, 2.0 mmol) and dimethylformamide(5 ml), 0.11 g of the titled compound was obtained in accordance with the same procedure as in Step 2 of Example 1. As a reaction SMILES: [F:1][C:2]1[CH:8]=[CH:7][C:5]([NH2:6])=[CH:4][CH:3]=1.[CH3:9][CH:10]1[C:19]2[C:14](=[CH:15][CH:16]=[CH:17][CH:18]=2)[CH2:13][CH2:12][N:11]1[C:20]1[N:25]=[C:24]([Cl:26])[NH:23][C:22]2=[CH:27][CH:28]=[CH:29][C:21]=12>CN(C)C=O>[ClH:26].[F:1][C:2]1[CH:8]=[CH:7][C:5]([NH:6][C:24]2[NH:23][C:22]3=[CH:27][CH:28]=[CH:29][C:21]3=[C:20]([N:11]3[CH2:12][CH2:13][C:14]4[C:19](=[CH:18][CH:17]=[CH:16][CH:15]=4)[CH:10]3[CH3:9])[N:25]=2)=[CH:4][CH:3]=1 |f:3.4|. Starting materials: CO, COC(=O)C1C(=O)NC(=O)C12C(=O)N1CCCc3cccc2c31, Cl, N#C[K], O. The product is O=C1CC2(C(=O)N1)C(=O)N1CCCc3cccc2c31. RXN SMILES: [CH3:29][OH:30].[CH3:6][O:7][C:8](=[O:9])[CH:10]1[C:11]2([C:12](=[O:16])[NH:13][C:14]1=[O:15])[C:17](=[O:28])[N:18]1[CH2:19][CH2:20][CH2:21][c:22]3[cH:23][cH:24][cH:25][c:26]2[c:27]31.[ClH:4].[K:1][C:2]#[N:3].[OH2:5]>>[CH2:10]1[C:11]2([C:12](=[O:16])[NH:13][C:14]1=[O:15])[C:17](=[O:28])[N:18]1[CH2:19][CH2:20][CH2:21][c:22]3[cH:23][cH:24][cH:25][c:26]2[c:27]31.